The task is: describe an organic reaction: reactants, conditions, products, and yield. This data is from the Open Reaction Database (ORD), a public repository of structured organic reaction records. The reactants are C1CCOC1, CCOCC, CC(C)[N-]C(C)C, N#Cc1ccc(F)cc1Cl, CI, [Li+]. The product is Cc1c(F)ccc(C#N)c1Cl. RXN SMILES: [CH2:21]1[O:22][CH2:23][CH2:24][CH2:25]1.[CH3:26][CH2:27][O:28][CH2:29][CH3:30].[CH:1]([N-:2][CH:3]([CH3:4])[CH3:5])([CH3:6])[CH3:7].[Cl:9][c:10]1[c:11]([C:12]#[N:13])[cH:14][cH:15][c:16]([F:18])[cH:17]1.[I:19][CH3:20].[Li+:8]>>[CH3:1][c:17]1[c:10]([Cl:9])[c:11]([C:12]#[N:13])[cH:14][cH:15][c:16]1[F:18]. The reactants are BrB(Br)Br, ClCCl, COc1cc2c(cc1I)C(C)CN(C(=O)C(F)(F)F)CC2. Product: CC1CN(C(=O)C(F)(F)F)CCc2cc(O)c(I)cc21. As a reaction SMILES: [B:22]([Br:23])([Br:24])[Br:25].[Cl:26][CH2:27][Cl:28].[F:1][C:2]([C:3](=[O:4])[N:5]1[CH2:6][CH2:7][c:8]2[c:9]([cH:13][c:14]([I:19])[c:15]([O:17][CH3:18])[cH:16]2)[CH:10]([CH3:12])[CH2:11]1)([F:20])[F:21]>>[F:1][C:2]([C:3](=[O:4])[N:5]1[CH2:6][CH2:7][c:8]2[c:9]([cH:13][c:14]([I:19])[c:15]([OH:17])[cH:16]2)[CH:10]([CH3:12])[CH2:11]1)([F:20])[F:21]. Procedure details: To a solution of (4aR,7aR)-7a-(5-bromo-2-fluorophenyl)-4a,5,6,7a-tetrahydro-4H-furo[2,3-d][1,3]thiazin-2-amine (4.8 g, 14.5015 mmol) in 1,4-Dioxane (40 mL) was added di-tert-butyl bicarbonate (6.19 mL, 29.003 mmol) followed by addition of saturated sodium bicarbonate (33.6 mL) and water (4.8 mL) at rt, and the reaction mixture was stirred at rt for 12 h. The reaction mixture was diluted with water (150 mL) and extracted with ethyl acetate (3×100 mL), and the combined organics were dried over the... The yield is 56.0%. Reaction SMILES: [Br:1][C:2]1[CH:3]=[CH:4][C:5]([F:18])=[C:6]([C@:8]23[O:16][CH2:15][CH2:14][C@H:13]2[CH2:12][S:11][C:10]([NH2:17])=[N:9]3)[CH:7]=1.[C:19](=[O:22])(O)[O-:20].[Na+]>O1CCOCC1.O>[Br:1][C:2]1[CH:3]=[CH:4][C:5]([F:18])=[C:6]([C@:8]23[O:16][CH2:15][CH2:14][C@H:13]2[CH2:12][S:11][C:10]([NH:17][C:19](=[O:22])[O:20][C:6]([CH3:8])([CH3:7])[CH3:5])=[N:9]3)[CH:7]=1 |f:1.2|. Reaction conditions: time 12 hour. The reactants are C([O-])(O)=O.[Na+] (sodium bicarbonate), BrC=1C=CC(=C(C1)[C@@]12N=C(SC[C@@H]1CCO2)N)F ((4aR,7aR)-7a-(5-bromo-2-fluorophenyl)-4a,5,6,7a-tetrahydro-4H-furo[2,3-d][1,3]thiazin-2-amine), di-tert-butyl bicarbonate. The product is BrC=1C=CC(=C(C1)[C@@]12N=C(SC[C@@H]1CCO2)NC(OC(C)(C)C)=O)F (tert-butyl ((4aR,7aR)-7a-(5-bromo-2-fluorophenyl)-4a,5,6,7a-tetrahydro-4H-furo[2,3-d][1,3]thiazin-2-yl)carbamate). Solvent: O (water), O1CCOCC1 (1,4-Dioxane), O (water).